From a dataset of the Open Reaction Database (ORD), a public repository of structured organic reaction records. describe an organic reaction: reactants, conditions, products, and yield Reactants: [C-]#N, [C-]#N, OC1(c2ccc(C3=NOC(c4cc(Cl)c(Cl)c(Cl)c4)(C(F)(F)F)C3)cc2Br)CN(C(c2ccccc2)c2ccccc2)C1, CN(C)C=O, O, [Zn+2], c1ccc(P(c2ccccc2)(c2ccccc2)[Pd](P(c2ccccc2)(c2ccccc2)c2ccccc2)(P(c2ccccc2)(c2ccccc2)c2ccccc2)P(c2ccccc2)(c2ccccc2)c2ccccc2)cc1. Yields the product O=C1OC2(CN(C(c3ccccc3)c3ccccc3)C2)c2ccc(C3=NOC(c4cc(Cl)c(Cl)c(Cl)c4)(C(F)(F)F)C3)cc21. RXN SMILES: [C-:50]#[N:51].[C-:53]#[N:54].[CH:1]([c:2]1[cH:3][cH:4][cH:5][cH:6][cH:7]1)([c:8]1[cH:9][cH:10][cH:11][cH:12][cH:13]1)[N:14]1[CH2:15][C:16]([OH:18])([c:19]2[c:20]([Br:43])[cH:21][c:22]([C:25]3=[N:26][O:27][C:28]([C:30]([F:31])([F:32])[F:33])([c:34]4[cH:35][c:36]([Cl:42])[c:37]([Cl:41])[c:38]([Cl:40])[cH:39]4)[CH2:29]3)[cH:23][cH:24]2)[CH2:17]1.[O:44]=[CH:45][N:46]([CH3:47])[CH3:48].[OH2:49].[Zn+2:52].[cH:55]1[cH:56][cH:57][c:58]([P:59]([Pd:60]([P:61]([c:62]2[cH:63][cH:64][cH:65][cH:66][cH:67]2)([c:68]2[cH:69][cH:70][cH:71][cH:72][cH:73]2)[c:74]2[cH:75][cH:76][cH:77][cH:78][cH:79]2)([P:80]([c:81]2[cH:82][cH:83][cH:84][cH:85][cH:86]2)([c:87]2[cH:88][cH:89][cH:90][cH:91][cH:92]2)[c:93]2[cH:94][cH:95][cH:96][cH:97][cH:98]2)[P:99]([c:100]2[cH:101][cH:102][cH:103][cH:104][cH:105]2)([c:106]2[cH:107][cH:108][cH:109][cH:110][cH:111]2)[c:112]2[cH:113][cH:114][cH:115][cH:116][cH:117]2)([c:118]2[cH:119][cH:120][cH:121][cH:122][cH:123]2)[c:124]2[cH:125][cH:126][cH:127][cH:128][cH:129]2)[cH:130][cH:131]1>>[CH:1]([c:2]1[cH:3][cH:4][cH:5][cH:6][cH:7]1)([c:8]1[cH:9][cH:10][cH:11][cH:12][cH:13]1)[N:14]1[CH2:15][C:16]2([CH2:17]1)[O:18][C:45](=[O:44])[c:20]1[c:19]2[cH:24][cH:23][c:22]([C:25]2=[N:26][O:27][C:28]([C:30]([F:31])([F:32])[F:33])([c:34]3[cH:35][c:36]([Cl:42])[c:37]([Cl:41])[c:38]([Cl:40])[cH:39]3)[CH2:29]2)[cH:21]1. Reactants: C(C)OC1=C(C(=O)Cl)C=C(C=C1)Cl (2-ethoxy-5-chloro-benzoyl chloride), CC(=O)C (acetone), N1=CC=CC=C1 (pyridine), Cl.COC(C1=CC=C(C=C1)CCN)=O (4-(2-aminoethyl)-benzoic acid methyl ester-hydrochloride), CC(=O)C (acetone). Run in O1CCOCC1 (dioxane). Product: 2-ethoxy-5-chloro-benzamido, COC(C1=CC=CC=C1)=O (benzoic acid methyl ester). Reaction SMILES: Cl.[CH3:2][O:3][C:4](=[O:14])[C:5]1[CH:10]=[CH:9][C:8](CCN)=[CH:7][CH:6]=1.CC(C)=O.N1C=CC=CC=1.C(OC1C=CC(Cl)=CC=1C(Cl)=O)C>O1CCOCC1>[CH3:2][O:3][C:4](=[O:14])[C:5]1[CH:10]=[CH:9][CH:8]=[CH:7][CH:6]=1 |f:0.1|. Reported procedure: 10.5 g of 4-(2-aminoethyl)-benzoic acid methyl ester-hydrochloride were suspended in 40 ml of dioxane and 20 ml of acetone and the suspension was combined with 8 ml of pyridine. To this suspension, a solution of 10 g of 2-ethoxy-5-chloro-benzoyl chloride in a small amount of acetone was added dropwise, while stirring, and the whole was heated for 2 hours under reflux. After cooling, the mixture was concentrated under reduced pressure, combined with ice-water, filtered with suction, stirred with ... The reactants are O=C1CCC(=O)N1Br, COCC(C)Oc1cc(Oc2ccc(S(C)(=O)=O)cc2)cc(-c2cccn2C(=O)OC(C)(C)C)c1, C1CCOC1, O. Product: COCC(C)Oc1cc(Oc2ccc(S(C)(=O)=O)cc2)cc(-c2ccc(Br)n2C(=O)OC(C)(C)C)c1. Reaction SMILES: [Br:36][N:37]1[C:38](=[O:39])[CH2:40][CH2:41][C:42]1=[O:43].[CH3:1][O:2][CH2:3][CH:4]([O:5][c:6]1[cH:7][c:8](-[c:23]2[n:24]([C:28](=[O:29])[O:30][C:31]([CH3:32])([CH3:33])[CH3:34])[cH:25][cH:26][cH:27]2)[cH:9][c:10]([O:12][c:13]2[cH:14][cH:15][c:16]([S:19](=[O:20])(=[O:21])[CH3:22])[cH:17][cH:18]2)[cH:11]1)[CH3:35].[O:45]1[CH2:46][CH2:47][CH2:48][CH2:49]1.[OH2:44]>>[CH3:1][O:2][CH2:3][CH:4]([O:5][c:6]1[cH:7][c:8](-[c:23]2[n:24]([C:28](=[O:29])[O:30][C:31]([CH3:32])([CH3:33])[CH3:34])[c:25]([Br:36])[cH:26][cH:27]2)[cH:9][c:10]([O:12][c:13]2[cH:14][cH:15][c:16]([S:19](=[O:20])(=[O:21])[CH3:22])[cH:17][cH:18]2)[cH:11]1)[CH3:35].